From a dataset of the Open Reaction Database (ORD), a public repository of structured organic reaction records. describe an organic reaction: reactants, conditions, products, and yield Reactants: O=CCO, Cc1nccn1-c1ccc(Nc2nc3c(c(Cc4ccccc4F)n2)CNCC3)cc1. Yields the product Cc1nccn1-c1ccc(Nc2nc3c(c(Cc4ccccc4F)n2)CN(CCO)CC3)cc1. As a reaction SMILES: [CH:32]([CH2:33][OH:34])=[O:35].[F:1][c:2]1[c:3]([CH2:4][c:5]2[c:6]3[c:7]([n:8][c:9]([NH:11][c:12]4[cH:13][cH:14][c:15](-[n:18]5[c:19]([CH3:23])[n:20][cH:21][cH:22]5)[cH:16][cH:17]4)[n:10]2)[CH2:24][CH2:25][NH:26][CH2:27]3)[cH:28][cH:29][cH:30][cH:31]1>>[F:1][c:2]1[c:3]([CH2:4][c:5]2[c:6]3[c:7]([n:8][c:9]([NH:11][c:12]4[cH:13][cH:14][c:15](-[n:18]5[c:19]([CH3:23])[n:20][cH:21][cH:22]5)[cH:16][cH:17]4)[n:10]2)[CH2:24][CH2:25][N:26]([CH2:32][CH2:33][OH:34])[CH2:27]3)[cH:28][cH:29][cH:30][cH:31]1.